From a dataset of the Open Reaction Database (ORD), a public repository of structured organic reaction records. describe an organic reaction: reactants, conditions, products, and yield Starting materials: monohydrate, CSC=1N=CC2=C(N3CCC[C@H]3CN(C2=O)C=2C=C(C(=O)O)C=CC2)N1 ((S)-3-(9-methylthio-6-oxo-2,3,3a,4-tetrahydro-1H,6H-5,8,10,10b-tetraazabenzo[e]azulen-5-yl)benzoic acid), C(=O)(N1C=NC=C1)N1C=NC=C1 (1,1′-carbonyldiimidazole), NN (hydrazine), O (water). Reported procedure: (S)-3-(9-Methylthio-6-oxo-2,3,3a,4-tetrahydro-1H,6H-5,8,10,10b-tetraazabenzo[e]azulen-5-yl)benzoic acid (1.36 g, 3.68 mmol) obtained in Step 1 was dissolved in dichloromethane (18 mL), and the mixture was stirred at room temperature for 1 hour after adding 1,1′-carbonyldiimidazole (657 mg, 4.05 mmol). Thereafter, hydrazine.monohydrate (0.53 mL, 11.0 mmol) was added to the mixture, and the mixture was stirred at room temperature for 1 hour. Then, water was added to the mixture, stirred, and the p... RXN SMILES: [CH3:1][S:2][C:3]1[N:4]=[CH:5][C:6]2[C:15](=[O:16])[N:14]([C:17]3[CH:18]=[C:19]([CH:23]=[CH:24][CH:25]=3)[C:20]([OH:22])=O)[CH2:13][C@H:12]3[N:8]([CH2:9][CH2:10][CH2:11]3)[C:7]=2[N:26]=1.C(N1C=CN=C1)(N1C=CN=C1)=O.[NH2:39][NH2:40].O>ClCCl>[CH3:1][S:2][C:3]1[N:4]=[CH:5][C:6]2[C:15](=[O:16])[N:14]([C:17]3[CH:18]=[C:19]([CH:23]=[CH:24][CH:25]=3)[C:20]([NH:39][NH2:40])=[O:22])[CH2:13][C@H:12]3[N:8]([CH2:9][CH2:10][CH2:11]3)[C:7]=2[N:26]=1. Reaction conditions: time 1 hour. The yield is 86.0%. Solvent: ClCCl (dichloromethane). Yields the product CSC=1N=CC2=C(N3CCC[C@H]3CN(C2=O)C=2C=C(C(=O)NN)C=CC2)N1 ((S)-3-(9-methylthio-6-oxo-2,3,3a,4-tetrahydro-1H,6H-5,8,10,10b-tetraazabenzo[e]azulen-5-yl)benzoic hydrazide). The reactants are COC1(CC(C1)(C(=O)OC(C)C)C(=O)OC(C)C)OC (diisopropyl 3,3-dimethoxycyclobutane-1,1-dicarboxylate). The solvent is FC(C(=O)O)(F)F.O (trifluoroacetic acid water), CCOC(=O)C (EtOAc). Reaction conditions: temperature 0 celsius, time 4 hour. The product is O=C1CC(C1)(C(=O)OC(C)C)C(=O)OC(C)C (diisopropyl 3-oxocyclobutane-1,1-dicarboxylate). The yield is 99.1%. Reaction SMILES: C[O:2][C:3]1(OC)[CH2:6][C:5]([C:13]([O:15][CH:16]([CH3:18])[CH3:17])=[O:14])([C:7]([O:9][CH:10]([CH3:12])[CH3:11])=[O:8])[CH2:4]1>FC(F)(F)C(O)=O.O.CCOC(C)=O>[O:2]=[C:3]1[CH2:6][C:5]([C:7]([O:9][CH:10]([CH3:12])[CH3:11])=[O:8])([C:13]([O:15][CH:16]([CH3:17])[CH3:18])=[O:14])[CH2:4]1 |f:1.2|. Procedure: A mixture of diisopropyl 3,3-dimethoxycyclobutane-1,1-dicarboxylate (3 g, 0.01 mol) in 20 mL of trifluoroacetic acid-water (95:5) was stirred at 0° C. for 4 h. The reaction was diluted with EtOAc, washed with water, saturated NaHCO3 solution, and brine, dried over MgSO4 and evaporated to give crude product (2.4 g) as yellow oil, which was used directly in the next step. Reactants: CO, [Na+], [OH-], O, CCOC(=O)C(CO)c1cc(C)cc(OC)c1. Yields the product COc1cc(C)cc(C(CO)C(=O)O)c1. RXN SMILES: [CH3:20][OH:21].[Na+:19].[OH-:18].[OH2:22].[OH:1][CH2:2][CH:3]([C:4](=[O:5])[O:6][CH2:7][CH3:8])[c:9]1[cH:10][c:11]([O:16][CH3:17])[cH:12][c:13]([CH3:15])[cH:14]1>>[OH:1][CH2:2][CH:3]([C:4](=[O:5])[OH:6])[c:9]1[cH:10][c:11]([O:16][CH3:17])[cH:12][c:13]([CH3:15])[cH:14]1. Starting materials: IC1=CC=C(C=C1)C1=CSC=2NC(C(=C(C21)O)C#N)=O (3-(4-iodo-phenyl)-4-hydroxy-6-oxo-6,7-dihydro-thieno[2,3-b]pyridine-5-carbonitrile), CC1=C(C=CC=C1)P(C2=C(C=CC=C2)C)C3=C(C=CC=C3)C (P(o-Tol)3), MgO, C(CC=C)O (but-3-en-1-ol). The reagents and catalysts are CC(=O)[O-].CC(=O)[O-].[Pd+2] (Pd(OAc)2). The solvent is C(C)N(CC)CC (triethylamine). Run at temperature 150 celsius. Yields the product OC=1C2=C(NC(C1C#N)=O)SC=C2C2=CC=C(C=C2)C=CCCO (4-Hydroxy-3-[4-(4-hydroxy-but-1-enyl)-phenyl]-6-oxo-6,7-dihydro-thieno[2,3-b]pyridine-5-carbonitrile). Reaction SMILES: I[C:2]1[CH:7]=[CH:6][C:5]([C:8]2[C:16]3[C:15]([OH:17])=[C:14]([C:18]#[N:19])[C:13](=[O:20])[NH:12][C:11]=3[S:10][CH:9]=2)=[CH:4][CH:3]=1.CC1C=CC=CC=1P(C1C=CC=CC=1C)C1C=CC=CC=1C.[CH2:43]([OH:47])[CH2:44][CH:45]=[CH2:46]>CC([O-])=O.CC([O-])=O.[Pd+2].C(N(CC)CC)C>[OH:17][C:15]1[C:16]2[C:8]([C:5]3[CH:6]=[CH:7][C:2]([CH:46]=[CH:45][CH2:44][CH2:43][OH:47])=[CH:3][CH:4]=3)=[CH:9][S:10][C:11]=2[NH:12][C:13](=[O:20])[C:14]=1[C:18]#[N:19] |f:3.4.5|. Reported procedure: To a stirred suspension of 3-(4-iodo-phenyl)-4-hydroxy-6-oxo-6,7-dihydro-thieno[2,3-b]pyridine-5-carbonitrile (60 mg, 0.15 mmol), triethylamine (0.1 mL), Pd(OAc)2 (3 mg), P(o-Tol)3 (9 mg), and MgO (18 mg, 0.45 mmol) was added 0.1 mL of but-3-en-1-ol in a single portion. The resulting mixture was heated to 150° C. using microwave reactor for 20 min, then filtered, concentrated and purified by reverse phase HPLC to give the titled compound. MS (ESI) m/e 399 (M+H)+; 1H NMR (500 MHz, DMSO-d6): δ 2.3... Reactants: C(C)OC(COC1=CC=C(C=C1)S(N)(=O)=O)OCC ((4-sulfamoylphenoxy)acetaldehyde diethyl acetal), C(C)(=O)O (acetic acid), Cl.OC=1C=C(CCN)C=CC1O (3,4-dihydroxyphenethylamine hydrochloride). The reagents and catalysts are Cl (hydrochloric acid). The solvent is O (water). Run at temperature 110 celsius. The product is Cl.S(N)(=O)(=O)C1=CC=C(OCC2NCCC3=CC(=C(C=C23)O)O)C=C1 (1-(4-sulfamoylphenoxy)methyl-6,7-dihydroxy-1,2,3,4-tetrahydroisoquinoline hydrochloride). Isolated yield 73.5%. As a reaction SMILES: C(O)(=O)C.C(O[CH:8](OCC)[CH2:9][O:10][C:11]1[CH:16]=[CH:15][C:14]([S:17](=[O:20])(=[O:19])[NH2:18])=[CH:13][CH:12]=1)C.[ClH:24].[OH:25][C:26]1[CH:27]=[C:28]([CH:32]=[CH:33][C:34]=1[OH:35])[CH2:29][CH2:30][NH2:31]>Cl.O>[ClH:24].[S:17]([C:14]1[CH:13]=[CH:12][C:11]([O:10][CH2:9][CH:8]2[C:32]3[C:28](=[CH:27][C:26]([OH:25])=[C:34]([OH:35])[CH:33]=3)[CH2:29][CH2:30][NH:31]2)=[CH:16][CH:15]=1)(=[O:19])(=[O:20])[NH2:18] |f:2.3,6.7|. Procedure details: To a mixture of acetic acid (23 ml), water (6.6 ml) and concentrated hydrochloric acid (15 drops) was added (4-sulfamoylphenoxy)acetaldehyde diethyl acetal (2.3 g), and the mixture was heated for 20 minutes at 110° C. To the solution was added 3,4-dihydroxyphenethylamine hydrochloride (1.2 g), and the mixture was heated for 3.5 hours at the same temperature. After the reaction, the reaction mixture was concentrated to dryness under reduced pressure. The residue was crystallized by adding acetone... RXN SMILES: [C:1]([N:4]1[CH2:9][CH2:8][CH:7]([N:10]([CH:22]2[CH2:27][CH2:26][CH2:25][CH2:24][CH2:23]2)[C:11]([NH:13][C:14]2[S:15][C:16]([S:19]C#N)=[CH:17][N:18]=2)=[O:12])[CH2:6][CH2:5]1)(=[O:3])[CH3:2].SC[C@@H]([C@@H](CS)O)O.Cl[CH2:37][CH2:38][N:39]1[CH2:43][CH2:42][CH2:41][CH2:40]1>>[C:1]([N:4]1[CH2:5][CH2:6][CH:7]([N:10]([CH:22]2[CH2:27][CH2:26][CH2:25][CH2:24][CH2:23]2)[C:11]([NH:13][C:14]2[S:15][C:16]([S:19][CH2:37][CH2:38][N:39]3[CH2:43][CH2:42][CH2:41][CH2:40]3)=[CH:17][N:18]=2)=[O:12])[CH2:8][CH2:9]1)(=[O:3])[CH3:2]. Procedure: Prepared as described in general procedures (H) and (I) using 1-(1-acetyl-piperidin-4-yl)-1-cyclohexyl-3-(5-thiocyanato-thiazol-2-yl)-urea, dithioerythritol and N-(2-chloroethyl)pyrrolidine. The product is C(C)(=O)N1CCC(CC1)N(C(=O)NC=1SC(=CN1)SCCN1CCCC1)C1CCCCC1 (1-(1-Acetyl-piperidin-4-yl)-1-cyclohexyl-3-[5-(2-pyrrolidin-1-yl-ethylsulfanyl)-thiazol-2-yl]-urea). Reactants: ( I ), ClCCN1CCCC1 (N-(2-chloroethyl)pyrrolidine), C(C)(=O)N1CCC(CC1)N(C(=O)NC=1SC(=CN1)SC#N)C1CCCCC1 (1-(1-acetyl-piperidin-4-yl)-1-cyclohexyl-3-(5-thiocyanato-thiazol-2-yl)-urea), SC[C@H](O)[C@H](O)CS (dithioerythritol). Starting materials: C(C)(C)C1=C(OCC(=O)NC=2SC3=C(N2)C=CC=C3)C=CC(=C1)C(C=CC(=O)O)=O (2-[2-isopropyl-4-(3-carboxyacryloyl)phenoxymethylcarbonylamino]benzothiazole), CN1CCN(CC1)C1CCNCC1 (4-(4-methyl-1-piperazinyl)piperidine), P(=O)(OCC)(OCC)C#N (diethyl cyanophosphate), Cl (hydrochloride). Solvent: CN(C=O)C (dimethylformamide), C(C)N(CC)CC (triethylamine), O (water). Reaction conditions: time 10 minute. Product: Cl.Cl.C(C)(C)C1=C(OCC(=O)NC=2SC3=C(N2)C=CC=C3)C=CC(=C1)C(C=CC(=O)N1CCC(CC1)N1CCN(CC1)C)=O (2-{2-isopropyl-4-[3-[4-(4-methyl-1-piperazinyl)-1-piperidinylcarbonyl]acryloyl]phenoxymethylcarbonylamino}benzothiazole dihydrochloride). Reaction SMILES: [CH:1]([C:4]1[CH:23]=[C:22]([C:24](=[O:30])[CH:25]=[CH:26][C:27](O)=[O:28])[CH:21]=[CH:20][C:5]=1[O:6][CH2:7][C:8]([NH:10][C:11]1[S:12][C:13]2[CH:19]=[CH:18][CH:17]=[CH:16][C:14]=2[N:15]=1)=[O:9])([CH3:3])[CH3:2].[CH3:31][N:32]1[CH2:37][CH2:36][N:35]([CH:38]2[CH2:43][CH2:42][NH:41][CH2:40][CH2:39]2)[CH2:34][CH2:33]1.P(C#N)(OCC)(OCC)=O.[ClH:54]>CN(C)C=O.O.C(N(CC)CC)C>[ClH:54].[ClH:54].[CH:1]([C:4]1[CH:23]=[C:22]([C:24](=[O:30])[CH:25]=[CH:26][C:27]([N:41]2[CH2:40][CH2:39][CH:38]([N:35]3[CH2:34][CH2:33][N:32]([CH3:31])[CH2:37][CH2:36]3)[CH2:43][CH2:42]2)=[O:28])[CH:21]=[CH:20][C:5]=1[O:6][CH2:7][C:8]([NH:10][C:11]1[S:12][C:13]2[CH:19]=[CH:18][CH:17]=[CH:16][C:14]=2[N:15]=1)=[O:9])([CH3:3])[CH3:2] |f:7.8.9|. Procedure: To a solution of 2-[2-isopropyl-4-(3-carboxyacryloyl)phenoxymethylcarbonylamino]benzothiazole (0.97 g) in dimethylformamide (10 ml) are added dropwise 4-(4-methyl-1-piperazinyl)piperidine (0.65 g) and diethyl cyanophosphate (0.6 ml) at room temperature. To the mixture is added triethylamine (0.5 ml), and the mixture is stirred at room temperature for 10 minutes. To the mixture is added water, and the mixture is extracted with ethyl acetate. The extract is washed with water, dried, and concentrat...